This data is from the Open Reaction Database (ORD), a public repository of structured organic reaction records. The task is: describe an organic reaction: reactants, conditions, products, and yield Starting materials: N (ammonia), C12(CC3CC(CC(C1)C3)C2)C2=CC=C(OCCCC(=O)Cl)C=C2 (4-[4-(1-adamantyl)-phenoxy]-butyric acid chloride). Solvent: C1=CC=CC=C1 (benzene). Product: C12(CC3CC(CC(C1)C3)C2)C2=CC=C(OCCCC(=O)N)C=C2 (4-[4-(1-adamantyl)-phenoxy]-butyric acid amide). Reaction SMILES: [NH3:1].[C:2]12([C:12]3[CH:24]=[CH:23][C:15]([O:16][CH2:17][CH2:18][CH2:19][C:20](Cl)=[O:21])=[CH:14][CH:13]=3)[CH2:11][CH:6]3[CH2:7][CH:8]([CH2:10][CH:4]([CH2:5]3)[CH2:3]1)[CH2:9]2>C1C=CC=CC=1>[C:2]12([C:12]3[CH:24]=[CH:23][C:15]([O:16][CH2:17][CH2:18][CH2:19][C:20]([NH2:1])=[O:21])=[CH:14][CH:13]=3)[CH2:11][CH:6]3[CH2:7][CH:8]([CH2:10][CH:4]([CH2:5]3)[CH2:3]1)[CH2:9]2. Reported procedure: A strong stream of dry ammonia is passed (for 15 minutes) into a solution of 16.5 g of 4-[4-(1-adamantyl)-phenoxy]-butyric acid chloride in 150 ml of absolute benzene under anhydrous conditions, whilst stirring. The product formed is now filtered off and washed with ehter. Recrystallisation from a large amoumt of acetone yields pure 4-[4-(1-adamantyl)-phenoxy]-butyric acid amide of melting point 176°-177° C (needles).